Dataset: the Open Reaction Database (ORD), a public repository of structured organic reaction records. Task: describe an organic reaction: reactants, conditions, products, and yield Reactants: Cc1ccc(N2CCN(C)CC2)c2c1CCC(NC(=O)c1ccc(N3CCOCC3)cc1)C2, CCO, O=C(O)CO. Product: Cc1ccc(N2CCN(C)CC2)c2c1CCC(NC(=O)c1ccc(N3CCOCC3)cc1)C2, O=C(O)CO. RXN SMILES: [CH3:1][c:2]1[c:3]2[c:8]([c:9]([N:12]3[CH2:13][CH2:14][N:15]([CH3:18])[CH2:16][CH2:17]3)[cH:10][cH:11]1)[CH2:7][CH:6]([NH:19][C:20]([c:21]1[cH:22][cH:23][c:24]([N:27]3[CH2:28][CH2:29][O:30][CH2:31][CH2:32]3)[cH:25][cH:26]1)=[O:33])[CH2:5][CH2:4]2.[CH3:39][CH2:40][OH:41].[OH:34][CH2:35][C:36]([OH:37])=[O:38]>>[CH3:1][c:2]1[c:3]2[c:8]([c:9]([N:12]3[CH2:13][CH2:14][N:15]([CH3:18])[CH2:16][CH2:17]3)[cH:10][cH:11]1)[CH2:7][CH:6]([NH:19][C:20]([c:21]1[cH:22][cH:23][c:24]([N:27]3[CH2:28][CH2:29][O:30][CH2:31][CH2:32]3)[cH:25][cH:26]1)=[O:33])[CH2:5][CH2:4]2.[OH:34][CH2:35][C:36](=[O:37])[OH:38]. Reactants: Cl (HCl), C(C)OC(=O)C1=CC2=C(S1)C=C(C=C2)CO (6-hydroxymethyl-benzo[b]thiophene-2-carboxylic acid ethyl ester), [H-].[Na+] (NaH), Cl.NO (hydroxylamine hydrochloride), C(C1=CC=CC=C1)Br (benzyl bromide), C[O-].[Na+] (NaOMe). Reaction conditions: time 15 minute. Product: ONC(=O)C1=CC2=C(S1)C=C(C=C2)COCC2=CC=CC=C2 (6-benzyloxymethyl-benzo[b]thiophene-2-carboxylic acid hydroxyamide). Reaction SMILES: C(O[C:4]([C:6]1[S:10][C:9]2[CH:11]=[C:12]([CH2:15][OH:16])[CH:13]=[CH:14][C:8]=2[CH:7]=1)=[O:5])C.[H-].[Na+].[CH2:19](Br)[C:20]1[CH:25]=[CH:24][CH:23]=[CH:22][CH:21]=1.Cl.Cl.[NH2:29][OH:30].C[O-].[Na+]>>[OH:30][NH:29][C:4]([C:6]1[S:10][C:9]2[CH:11]=[C:12]([CH2:15][O:16][CH2:19][C:20]3[CH:25]=[CH:24][CH:23]=[CH:22][CH:21]=3)[CH:13]=[CH:14][C:8]=2[CH:7]=1)=[O:5] |f:1.2,5.6,7.8|. Procedure details: To a solution of 6-hydroxymethyl-benzo[b]thiophene-2-carboxylic acid ethyl ester (103 mg, 0.44 mmol) at rt was added NaH (60% dispersion, 54 mg, 1.35 mmol). The resulting mixture was allowed to stir at rt for 15 min and benzyl bromide (60 μL, 0.50 mmol) was added. After stirring at rt for additional 30 min, the mixture was poured into a mixture of 1N HCl (3 mL) and H20 (30 mL) and the solution was extracted with EtOAc (30 mL). The organic layer was washed with 20 ml of brine and dried over Na2SO...